From a dataset of the Open Reaction Database (ORD), a public repository of structured organic reaction records. describe an organic reaction: reactants, conditions, products, and yield The reactants are [Br-] (bromide), C1(CCCCC1)C#C (cyclohexylacetylene), C=O (formaldehyde), C=O (paraformaldehyde). The solvent is CCOCC (ether), CCOCC (ether). The product is C1(CCCCC1)C#CCO (3-cyclohexyl-2-propyn-1-ol). RXN SMILES: [Br-].[CH:2]1([C:8]#[CH:9])[CH2:7][CH2:6][CH2:5][CH2:4][CH2:3]1.[CH2:10]=[O:11]>CCOCC>[CH:2]1([C:8]#[C:9][CH2:10][OH:11])[CH2:7][CH2:6][CH2:5][CH2:4][CH2:3]1. Procedure details: To a solution of ethyl ma gesium bromide (prepared from 2.5 g of magnesium turning and 11.3 g of bromoethane) in ether was added dropwise a solution of 10.2 g of cyclohexylacetylene in ether and the reaction mixture was refluxed for 2 hours. The reaction mixture was cooled to ambient temperature and anhydrous formaldehyde (prepared from the thermal decomposition of 50 g of paraformaldehyde for 20 minutes) was bubbled into the mixture. After cooling, the reaction was quenched with saturated ammon... Procedure: 4.7 g of the product of Step B were added to 70 ml of methylene chloride and then 70 ml of distilled water were added thereto. 21 ml of trithylamine were added thereto with stirring and under reduced pressure and after 5 minutes of stirring, 15.3 ml of tert.-butyl bromoacetate were added thereto all at once. The mixture was vigorously stirred at 25°-30° C. for 30 minutes and was then acidified at 15°-20° C. by addition of 8 ml of hydrochloric acid. The decanted aqueous phase was extracted twice ... Reaction conditions: time 5 minute. The reactants are Cl (hydrochloric acid), CC=1CS[C@H]2N(C1C(=O)O)C(C2NC(C(=NO)C=2N=C(SC2)NC(C2=CC=CC=C2)(C2=CC=CC=C2)C2=CC=CC=C2)=O)=O (3-methyl-7-[2-(2-tritylamino-4-thiazolyl)-2-hydroxyiminoacetamido]-ceph-3-eme-4-carboxylic acid), C(Cl)Cl (methylene chloride), BrCC(=O)OC(C)(C)C (tert.-butyl bromoacetate). As a reaction SMILES: [CH3:1][C:2]1[CH2:3][S:4][C@@H:5]2[CH:12]([NH:13][C:14](=[O:43])[C:15]([C:18]3[N:19]=[C:20]([NH:23][C:24]([C:37]4[CH:42]=[CH:41][CH:40]=[CH:39][CH:38]=4)([C:31]4[CH:36]=[CH:35][CH:34]=[CH:33][CH:32]=4)[C:25]4[CH:30]=[CH:29][CH:28]=[CH:27][CH:26]=4)[S:21][CH:22]=3)=[N:16][OH:17])[C:11](=[O:44])[N:6]2[C:7]=1[C:8]([OH:10])=[O:9].C(Cl)Cl.Br[CH2:49][C:50]([O:52][C:53]([CH3:56])([CH3:55])[CH3:54])=[O:51].Cl>O>[CH3:1][C:2]1[CH2:3][S:4][C@@H:5]2[CH:12]([NH:13][C:14](=[O:43])[C:15]([C:18]3[N:19]=[C:20]([NH:23][C:24]([C:25]4[CH:30]=[CH:29][CH:28]=[CH:27][CH:26]=4)([C:31]4[CH:32]=[CH:33][CH:34]=[CH:35][CH:36]=4)[C:37]4[CH:42]=[CH:41][CH:40]=[CH:39][CH:38]=4)[S:21][CH:22]=3)=[N:16][O:17][CH2:49][C:50]([O:52][C:53]([CH3:56])([CH3:55])[CH3:54])=[O:51])[C:11](=[O:44])[N:6]2[C:7]=1[C:8]([OH:10])=[O:9].[CH2:5]([NH:6][CH2:7][CH3:2])[CH3:12] |f:5.6|. The product is CC=1CS[C@H]2N(C1C(=O)O)C(C2NC(C(=NOCC(=O)OC(C)(C)C)C=2N=C(SC2)NC(C2=CC=CC=C2)(C2=CC=CC=C2)C2=CC=CC=C2)=O)=O.C(C)NCC (diethylamine 3-methyl-7-[2-(2-tritylamino-4-thiazolyl)-2-(tert.-butoxycarbonylmethoxyimino)-acetamido]-ceph-3-eme-4-carboxylate). The solvent is O (water). The reactants are C(#N)C=1C=C2C(=C(C(=NC2=CC1)CC(C)C)CNC(OC(C)(C)C)=O)C1=CC=C(C=C1)C (tert-butyl [6-cyano-2-isobutyl-4-(4-methylphenyl)quinolin-3-yl]methylcarbamate), Cl.NO (hydroxylamine hydrochloride), CC(C)([O-])C.[Na+] (sodium tert-butoxide). Run in C(C)O (ethanol). Conditions: temperature 70 celsius, time 6 hour. Yields the product N\C(\C=1C=C2C(=C(C(=NC2=CC1)CC(C)C)CNC(OC(C)(C)C)=O)C1=CC=C(C=C1)C)=N/O (tert-butyl [6-[(Z)-amino(hydroxyimino)methyl]-2-isobutyl-4-(4-methylphenyl)quinolin-3-yl]methylcarbamate). Isolated yield 77.2%. Reaction SMILES: [C:1]([C:3]1[CH:4]=[C:5]2[C:10](=[CH:11][CH:12]=1)[N:9]=[C:8]([CH2:13][CH:14]([CH3:16])[CH3:15])[C:7]([CH2:17][NH:18][C:19](=[O:25])[O:20][C:21]([CH3:24])([CH3:23])[CH3:22])=[C:6]2[C:26]1[CH:31]=[CH:30][C:29]([CH3:32])=[CH:28][CH:27]=1)#[N:2].Cl.[NH2:34][OH:35].CC(C)([O-])C.[Na+]>C(O)C>[NH2:2]/[C:1](=[N:34]\[OH:35])/[C:3]1[CH:4]=[C:5]2[C:10](=[CH:11][CH:12]=1)[N:9]=[C:8]([CH2:13][CH:14]([CH3:15])[CH3:16])[C:7]([CH2:17][NH:18][C:19](=[O:25])[O:20][C:21]([CH3:24])([CH3:23])[CH3:22])=[C:6]2[C:26]1[CH:31]=[CH:30][C:29]([CH3:32])=[CH:28][CH:27]=1 |f:1.2,3.4|. Procedure details: To a mixture of tert-butyl [6-cyano-2-isobutyl-4-(4-methylphenyl)quinolin-3-yl]methylcarbamate (3.0 g, 7.0 mmol), hydroxylamine hydrochloride (0.73 g, 11 mmol) and ethanol (75 ml) was added sodium tert-butoxide (1.2 g, 11 mmol), and the mixture was stirred at 70° C. for 6 hrs. The precipitate was filtered off and the filtrate was concentrated under reduced pressure. The residue was partitioned between ethyl acetate-tetrahydrofuran and water and the organic layer was washed with saturated brine. ... Reactants: CCOC(=O)C1=Cc2cc(Cl)cc(C#Cc3ccccc3F)c2OC1C(F)(F)F, C1CCOC1, CCO, Cl, O, O. Reaction SMILES: [CH2:1]([CH3:2])[O:3][C:4](=[O:5])[C:6]1=[CH:15][c:14]2[c:9]([c:10]([C:17]#[C:18][c:19]3[c:20]([F:25])[cH:21][cH:22][cH:23][cH:24]3)[cH:11][c:12]([Cl:16])[cH:13]2)[O:8][CH:7]1[C:26]([F:27])([F:28])[F:29].[CH2:30]1[O:31][CH2:32][CH2:33][CH2:34]1.[CH3:35][CH2:36][OH:37].[ClH:39].[OH2:38].[OH2:40]>>[O:3]=[C:4]([OH:5])[C:6]1=[CH:15][c:14]2[c:9]([c:10]([C:17]#[C:18][c:19]3[c:20]([F:25])[cH:21][cH:22][cH:23][cH:24]3)[cH:11][c:12]([Cl:16])[cH:13]2)[O:8][CH:7]1[C:26]([F:27])([F:28])[F:29]. The product is O=C(O)C1=Cc2cc(Cl)cc(C#Cc3ccccc3F)c2OC1C(F)(F)F.